Task: describe an organic reaction: reactants, conditions, products, and yield. Dataset: the Open Reaction Database (ORD), a public repository of structured organic reaction records Starting materials: Cl (HCl), [H-].[Na+] (sodium hydride), [N+](=O)([O-])C1=C(C=CC(=C1)[N+](=O)[O-])ON (O-(2,4-dinitrophenyl)hydroxylamine), ClC1=C(NC=C1)C(=O)OC (methyl 3-chloro-1H-pyrrole-2-carboxylate). Solvent: CCOCC (Et2O), O1CCOCC1 (dioxane), [Na+].[Cl-] (NaCl), CN(C)C=O (DMF). Conditions: temperature 0 celsius, time 15 minute. Product: Cl.NN1C(=C(C=C1)Cl)C(=O)OC (methyl 1-amino-3-chloro-1H-pyrrole-2-carboxylate hydrochloride). RXN SMILES: [Cl:1][C:2]1[CH:6]=[CH:5][NH:4][C:3]=1[C:7]([O:9][CH3:10])=[O:8].[H-].[Na+].[N+:13](C1C=C([N+]([O-])=O)C=CC=1ON)([O-])=O.Cl>[Na+].[Cl-].CCOCC.O1CCOCC1.CN(C=O)C>[ClH:1].[NH2:13][N:4]1[CH:5]=[CH:6][C:2]([Cl:1])=[C:3]1[C:7]([O:9][CH3:10])=[O:8] |f:1.2,5.6,10.11|. Procedure details: To a mixture of methyl 3-chloro-1H-pyrrole-2-carboxylate (2.50 g, 15.7 mmol) and DMF (10 mL) at 0° C. was added 60% sodium hydride (0.816 g, 20.4 mmol). After 15 min, O-(2,4-dinitrophenyl)hydroxylamine (3.74 g, 18.8 mmol) was added and the mixture was stirred at 0° C. for 1 hr before warming to RT. After 18 hrs, the mixture was diluted with 10% NaCl and extracted with EtOAc. The organic fractions were dried with sodium sulfate and purified by silica gel chromatography using 10-30% Hexanes:EtOAc ... Reactants: N(=NC(=O)OC(C)C)C(=O)OC(C)C (diisopropyl azodicarboxylate), C(CC)C=1N(C2=C(C=NC=3C=CC=CC23)N1)CCCO (3-(2-propyl-1H-imidazo[4,5-c]quinolin-1-yl)propan-1-ol), C1(=CC=CC=C1)P(C1=CC=CC=C1)C1=CC=CC=C1 (triphenylphosphine), ON1C(C=2C(C1=O)=CC=CC2)=O (N-hydroxyphthalimide), C([O-])(O)=O.[Na+] (sodium bicarbonate). Solvent: O1CCCC1 (tetrahydrofuran), O (water), C(Cl)(Cl)Cl (Chloroform). Conditions: time 8 hour. Product: C(CC)C=1N(C2=C(C=NC=3C=CC=CC23)N1)CCCON1C(C2=CC=CC=C2C1=O)=O (2-[3-(2-propyl-1H-imidazo[4,5-c]quinolin-1-yl)propoxy]-1H-isoindole-1,3(2H)-dione). Yield: 92.2%. Reaction SMILES: [CH2:1]([C:4]1[N:5]([CH2:17][CH2:18][CH2:19][OH:20])[C:6]2[C:15]3[CH:14]=[CH:13][CH:12]=[CH:11][C:10]=3[N:9]=[CH:8][C:7]=2[N:16]=1)[CH2:2][CH3:3].C1(P(C2C=CC=CC=2)C2C=CC=CC=2)C=CC=CC=1.O[N:41]1[C:45](=[O:46])[C:44]2=[CH:47][CH:48]=[CH:49][CH:50]=[C:43]2[C:42]1=[O:51].N(C(OC(C)C)=O)=NC(OC(C)C)=O.C(=O)(O)[O-].[Na+]>O1CCCC1.O.C(Cl)(Cl)Cl>[CH2:1]([C:4]1[N:5]([CH2:17][CH2:18][CH2:19][O:20][N:41]2[C:45](=[O:46])[C:44]3[C:43](=[CH:50][CH:49]=[CH:48][CH:47]=3)[C:42]2=[O:51])[C:6]2[C:15]3[CH:14]=[CH:13][CH:12]=[CH:11][C:10]=3[N:9]=[CH:8][C:7]=2[N:16]=1)[CH2:2][CH3:3] |f:4.5|. Procedure: A solution of 3-(2-propyl-1H-imidazo[4,5-c]quinolin-1-yl)propan-1-ol (20.0 grams (g), 74.3 millimoles (mmol)) in tetrahydrofuran (300 milliliters (mL)) was cooled to approximately 0° C.; triphenylphosphine (23.4 g, 89.1 mmol) and N-hydroxyphthalimide (14.5 g, 89.1 mmol) were then added. After five minutes of stinring, diisopropyl azodicarboxylate (17.5 mL, 89.1 mmol) was added dropwise over a period of 15 minutes (min). The reaction was allowed to warm to room temperature and stirred overnight. ... Procedure: To a solution of N-[2-(2-chloro-6-methoxyquinolin-4-yl)ethyl]acetamide (3.65 g, 13.1 mmol) in ethanol (100 ml) was added 5% palladium carbon (containing water (50%), 9.0 g). The reaction mixture was subjected to catalytic reduction under an atmosphere of hydrogen at atmospheric pressure. After a theoretical amount of hydrogen was added, the palladium carbon was filtered off. The solvent was evaporated under reduced pressure. The resulting residue was purified by column chromatography on silica g... The reagents and catalysts are [C].[Pd] (palladium carbon). The yield is 68.7%. Product: COC=1C=C2C(=CC=NC2=CC1)CCNC(C)=O (N-[2-(6-methoxyquinolin-4-yl)ethyl]acetamide). Reaction SMILES: Cl[C:2]1[CH:11]=[C:10]([CH2:12][CH2:13][NH:14][C:15](=[O:17])[CH3:16])[C:9]2[C:4](=[CH:5][CH:6]=[C:7]([O:18][CH3:19])[CH:8]=2)[N:3]=1.[H][H]>C(O)C.[C].[Pd]>[CH3:19][O:18][C:7]1[CH:8]=[C:9]2[C:4](=[CH:5][CH:6]=1)[N:3]=[CH:2][CH:11]=[C:10]2[CH2:12][CH2:13][NH:14][C:15](=[O:17])[CH3:16] |f:3.4|. The reactants are ClC1=NC2=CC=C(C=C2C(=C1)CCNC(C)=O)OC (N-[2-(2-chloro-6-methoxyquinolin-4-yl)ethyl]acetamide), [H][H] (hydrogen). Run in C(C)O (ethanol). Starting materials: BrB(Br)Br, COc1ccc2nc(-c3ccc(N4CCN(C)CC4)nc3)sc2c1, CCOCC, ClCCl, Cl. Product: COc1ccc2nc(-c3ccc(N4CCNCC4)nc3)sc2c1. RXN SMILES: [B:26]([Br:27])([Br:28])[Br:29].[CH3:1][O:2][c:3]1[cH:4][c:5]2[c:6]([n:7][c:8](-[c:10]3[cH:11][n:12][c:13]([N:16]4[CH2:17][CH2:18][N:19]([CH3:22])[CH2:20][CH2:21]4)[cH:14][cH:15]3)[s:9]2)[cH:23][cH:24]1.[CH3:33][CH2:34][O:35][CH2:36][CH3:37].[Cl:30][CH2:31][Cl:32].[ClH:25]>>[CH3:1][O:2][c:3]1[cH:4][c:5]2[c:6]([n:7][c:8](-[c:10]3[cH:11][n:12][c:13]([N:16]4[CH2:17][CH2:18][NH:19][CH2:20][CH2:21]4)[cH:14][cH:15]3)[s:9]2)[cH:23][cH:24]1. Reactants: C(C)C=1NC2=CC(=CC=C2C1)C(=O)OC (methyl 2-ethylindole-6-carboxylate), C(CC)(=O)Cl (propionyl chloride), ( 5 ). The product is C(C)C=1NC2=CC(=CC=C2C1C(CC)=O)C(=O)OC (Methyl 2-ethyl-3-propionylindole-6-carboxylate). Reaction SMILES: [CH2:1]([C:3]1[NH:4][C:5]2[C:10]([CH:11]=1)=[CH:9][CH:8]=[C:7]([C:12]([O:14][CH3:15])=[O:13])[CH:6]=2)[CH3:2].[C:16](Cl)(=[O:19])[CH2:17][CH3:18]>>[CH2:1]([C:3]1[NH:4][C:5]2[C:10]([C:11]=1[C:16](=[O:19])[CH2:17][CH3:18])=[CH:9][CH:8]=[C:7]([C:12]([O:14][CH3:15])=[O:13])[CH:6]=2)[CH3:2]. Procedure: Methyl 2-ethyl-3-propionylindole-6-carboxylate (435 mg) was prepared from methyl 2-ethylindole-6-carboxylate (660 mg) and propionyl chloride (0.62 ml) in a similar manner to that of Preparation 1 (5). Reactants: C(=C)C(=O)C1=C(C=CC(=C1)OC)OC (2,5-dimethoxyphenyl vinyl ketone), (NH4)2Ce(NO2)6. The solvent is C(C)#N (acetonitrile), O (water), O (water). Product: C(C=C)(=O)C=1C(C=CC(C1)=O)=O (2-Acryloyl-1,4-benzoquinone). Reaction SMILES: [CH:1]([C:3]([C:5]1[CH:10]=[C:9]([O:11]C)[CH:8]=[CH:7][C:6]=1[O:13]C)=[O:4])=[CH2:2]>C(#N)C.O>[C:3]([C:5]1[C:6](=[O:13])[CH:7]=[CH:8][C:9](=[O:11])[CH:10]=1)(=[O:4])[CH:1]=[CH2:2]. Reported procedure: To a stirred solution of 2,5-dimethoxyphenyl vinyl ketone (2.5 g, 0.013 mole) in 25 ml of acetonitrile at 0° C. was added dropwise over 3 minutes an aqueous solution of (NH4)2Ce(NO2)6 (17.9 g, 0.033 mole) in 30 ml of water. After the addition, the dark brown mixture turned to yellowish-brown within 5 minutes. At that point, the mixture was poured into water and extracted with methylene chloride. The methylene chloride portion was washed twice with water and then with brine. After drying (MgSO4),... Starting materials: OC(C[C@@]1(CCN(C(O1)=O)[C@@H](C)C1=CC=C(C=C1)B1OC(C(O1)(C)C)(C)C)C1=CC=CC=C1)(C)C ((S)-6-(2-hydroxy-2-methylpropyl)-6-phenyl-3-((S)-1-(4-(4,4,5,5-tetramethyl-1,3,2-dioxaborolan-2-yl)phenyl)ethyl)-1,3-oxazinan-2-one), BrC1=NC=CN=C1 (2-bromopyrazine). Product: OC(C[C@@]1(CCN(C(O1)=O)[C@@H](C)C1=CC=C(C=C1)C1=NC=CN=C1)C1=CC=CC=C1)(C)C ((S)-6-(2-hydroxy-2-methylpropyl)-6-phenyl-3-((S)-1-(4-(pyrazin-2-yl)phenyl)ethyl)-1,3-oxazinan-2-one). Reaction SMILES: [OH:1][C:2]([CH3:35])([CH3:34])[CH2:3][C@@:4]1([C:28]2[CH:33]=[CH:32][CH:31]=[CH:30][CH:29]=2)[O:9][C:8](=[O:10])[N:7]([C@H:11]([C:13]2[CH:18]=[CH:17][C:16](B3OC(C)(C)C(C)(C)O3)=[CH:15][CH:14]=2)[CH3:12])[CH2:6][CH2:5]1.Br[C:37]1[CH:42]=[N:41][CH:40]=[CH:39][N:38]=1>>[OH:1][C:2]([CH3:34])([CH3:35])[CH2:3][C@@:4]1([C:28]2[CH:33]=[CH:32][CH:31]=[CH:30][CH:29]=2)[O:9][C:8](=[O:10])[N:7]([C@H:11]([C:13]2[CH:14]=[CH:15][C:16]([C:37]3[CH:42]=[N:41][CH:40]=[CH:39][N:38]=3)=[CH:17][CH:18]=2)[CH3:12])[CH2:6][CH2:5]1. Procedure details: The title compound was prepared from (S)-6-(2-hydroxy-2-methylpropyl)-6-phenyl-3-((S)-1-(4-(4,4,5,5-tetramethyl-1,3,2-dioxaborolan-2-yl)phenyl)ethyl)-1,3-oxazinan-2-one and 2-bromopyrazine following a procedure analogous to that described in Example 1 Step 2. LC-MS Method 2 tR=1.249, m/z=374; 1H NMR (CDCl3) 1.12 (s, 3H), 1.28 (s, 3H), 1.58 (m, 3H), 2.19-2.20 (m, 4H), 2.39 (m, 1H), 2.89 (m, 1H), 5.74 (m, 1H), 7.09 (m, 2H), 7.28-7.40 (m, 5H), 7.78 (m, 2H), 8.48 (m, 1H), 8.59 (m, 1H), 8.94 (m, 1H). Reactants: [N+](=O)([O-])C=1C=NC=C(C(=O)N)C1 (5-nitronicotinamide), C=O (formalin), ice water. Run in CN(C=O)C (dimethylformamide). Yields the product OCNC(C1=CN=CC(=C1)[N+](=O)[O-])=O (N-hydroxymethyl 5-nitronicotinamide). RXN SMILES: [N+:1]([C:4]1[CH:5]=[N:6][CH:7]=[C:8]([CH:12]=1)[C:9]([NH2:11])=[O:10])([O-:3])=[O:2].[CH2:13]=[O:14]>CN(C)C=O>[OH:14][CH2:13][NH:11][C:9](=[O:10])[C:8]1[CH:12]=[C:4]([N+:1]([O-:3])=[O:2])[CH:5]=[N:6][CH:7]=1. Procedure details: A solution of 1.0 g of 5-nitronicotinamide and 2ml of 37% formalin in 3 ml of dimethylformamide was stirred at 100° C. for 2 hours. After cooling, ice-water was added and the mixture was extracted with ethyl acetate. The extract was chromatographed over silica gel and recrystallized from ethanol to give 0.6 g of the desired product. mp 145° - 146° C. Starting materials: O=C([O-])[O-], O=c1cc(OCc2ccccc2)ccn1-c1ccc2c(cnn2CCCl)c1, C1CNCCN1, CCOC(C)=O, CCOCC, Cl, [Cs+], [Cs+], CN(C)C=O, O. Yields the product O=c1cc(OCc2ccccc2)ccn1-c1ccc2c(cnn2CCN2CCNCC2)c1, Cl. As a reaction SMILES: [C:34](=[O:35])([O-:36])[O-:37].[CH2:1]([c:2]1[cH:3][cH:4][cH:5][cH:6][cH:7]1)[O:8][c:9]1[cH:10][c:11](=[O:27])[n:12](-[c:15]2[cH:16][c:17]3[cH:18][n:19][n:20]([CH2:24][CH2:25][Cl:26])[c:21]3[cH:22][cH:23]2)[cH:13][cH:14]1.[CH2:28]1[CH2:29][NH:30][CH2:31][CH2:32][NH:33]1.[CH3:47][CH2:48][O:49][C:50](=[O:51])[CH3:52].[CH3:53][CH2:54][O:55][CH2:56][CH3:57].[ClH:40].[Cs+:38].[Cs+:39].[O:41]=[CH:42][N:43]([CH3:44])[CH3:45].[OH2:46]>>[CH2:1]([c:2]1[cH:3][cH:4][cH:5][cH:6][cH:7]1)[O:8][c:9]1[cH:10][c:11](=[O:27])[n:12](-[c:15]2[cH:16][c:17]3[cH:18][n:19][n:20]([CH2:24][CH2:25][N:30]4[CH2:29][CH2:28][NH:33][CH2:32][CH2:31]4)[c:21]3[cH:22][cH:23]2)[cH:13][cH:14]1.[ClH:26]. Product: C(C)(C)(C)C1=C(OC=2C=NN(C(C2)=O)C(C(=O)NC2=NN(C=C2)CC(C)(C)O)CC2CCCC2)C=CC=C1 (2-[4-(2-tert-butyl-phenoxy)-6-oxo-6H-pyridazin-1-yl]-3-cyclopentyl-N-[1-(2-hydroxy-2-methyl-propyl)-1H-pyrazol-3-yl]-propionamide). RXN SMILES: [C:1]([C:5]1[CH:28]=[CH:27][CH:26]=[CH:25][C:6]=1[O:7][C:8]1[CH:9]=[N:10][N:11]([CH:15]([CH2:19][CH:20]2[CH2:24][CH2:23][CH2:22][CH2:21]2)[C:16]([OH:18])=O)[C:12](=[O:14])[CH:13]=1)([CH3:4])([CH3:3])[CH3:2].[NH2:29][C:30]1[CH:34]=[CH:33][N:32]([CH2:35][C:36]([CH3:39])([OH:38])[CH3:37])[N:31]=1>>[C:1]([C:5]1[CH:28]=[CH:27][CH:26]=[CH:25][C:6]=1[O:7][C:8]1[CH:9]=[N:10][N:11]([CH:15]([CH2:19][CH:20]2[CH2:21][CH2:22][CH2:23][CH2:24]2)[C:16]([NH:29][C:30]2[CH:34]=[CH:33][N:32]([CH2:35][C:36]([OH:38])([CH3:37])[CH3:39])[N:31]=2)=[O:18])[C:12](=[O:14])[CH:13]=1)([CH3:3])([CH3:4])[CH3:2]. Procedure details: Using the method described in Example 49, 2-[4-(2-tert-butyl-phenoxy)-6-oxo-6H-pyridazin-1-yl]-3-cyclopentyl-propionic acid (Intermediate 68) and 1-(3-amino-pyrazol-1-yl)-2-methyl-propan-2-ol (Intermediate 1) afforded 2-[4-(2-tert-butyl-phenoxy)-6-oxo-6H-pyridazin-1-yl]-3-cyclopentyl-N-[1-(2-hydroxy-2-methyl-propyl)-1H-pyrazol-3-yl]-propionamide was obtained as an off-white solid (1.05 g, 77%); ES+-HRMS m/e calcd for C29H39N5O4 [M+H+] 522.3075 found 522.3077. 1H NMR (400 MHz, DMSO-d6) δ ppm 1.03... The reactants are C(C)(C)(C)C1=C(OC=2C=NN(C(C2)=O)C(C(=O)O)CC2CCCC2)C=CC=C1 (2-[4-(2-tert-butyl-phenoxy)-6-oxo-6H-pyridazin-1-yl]-3-cyclopentyl-propionic acid), NC1=NN(C=C1)CC(C)(O)C (1-(3-amino-pyrazol-1-yl)-2-methyl-propan-2-ol), C(C)(C)(C)C1=C(OC=2C=NN(C(C2)=O)C(C(=O)O)CC2CCCC2)C=CC=C1 (2-[4-(2-tert-butyl-phenoxy)-6-oxo-6H-pyridazin-1-yl]-3-cyclopentyl-propionic acid), NC1=NN(C=C1)CC(C)(O)C (1-(3-amino-pyrazol-1-yl)-2-methyl-propan-2-ol).